This data is from the Open Reaction Database (ORD), a public repository of structured organic reaction records. The task is: describe an organic reaction: reactants, conditions, products, and yield RXN SMILES: [Br-:28].[CH2:1]([c:2]1[cH:3][cH:4][cH:5][cH:6][cH:7]1)[n:8]1[n:9][c:10]2[c:11]([C:24]([F:25])([F:26])[F:27])[cH:12][cH:13][cH:14][c:15]2[c:16]1-[c:17]1[cH:18][cH:19][c:20]([Br:23])[cH:21][cH:22]1.[CH2:44]1[O:45][CH2:46][CH2:47][CH2:48]1.[CH3:29][O:30][C:31](=[O:32])[c:33]1[cH:34][c:35]([CH2:36][Zn+:37])[cH:38][cH:39][cH:40]1.[Cl:41][CH2:42][Cl:43]>>[CH2:1]([c:2]1[cH:3][cH:4][cH:5][cH:6][cH:7]1)[n:8]1[n:9][c:10]2[c:11]([C:24]([F:25])([F:26])[F:27])[cH:12][cH:13][cH:14][c:15]2[c:16]1-[c:17]1[cH:18][cH:19][c:20]([CH2:36][c:35]2[cH:34][c:33]([C:31]([O:30][CH3:29])=[O:32])[cH:40][cH:39][cH:38]2)[cH:21][cH:22]1. The reactants are [Br-], FC(F)(F)c1cccc2c(-c3ccc(Br)cc3)n(Cc3ccccc3)nc12, C1CCOC1, COC(=O)c1cccc(C[Zn+])c1, ClCCl. The product is COC(=O)c1cccc(Cc2ccc(-c3c4cccc(C(F)(F)F)c4nn3Cc3ccccc3)cc2)c1. Starting materials: ClC=1C=C(NC2=NC=NC3=CC=C(C=C23)O)C=CC1F (4-(3'-chloro-4'- fluoroanilino)-6-hydroxyquinazoline), O1CCN(CC1)CCCCl (3-morpholinopropyl chloride). Conditions: temperature 100 celsius. Product: ClC=1C=C(NC2=NC=NC3=CC=C(C=C23)OCCCN2CCOCC2)C=CC1F (4-(3'-chloro-4'-fluoranilino)-6-(3-morpholinopropoxy)quinazoline). Isolated yield 58.0%. As a reaction SMILES: [Cl:1][C:2]1[CH:3]=[C:4]([CH:17]=[CH:18][C:19]=1[F:20])[NH:5][C:6]1[C:15]2[C:10](=[CH:11][CH:12]=[C:13]([OH:16])[CH:14]=2)[N:9]=[CH:8][N:7]=1.[O:21]1[CH2:26][CH2:25][N:24]([CH2:27][CH2:28][CH2:29]Cl)[CH2:23][CH2:22]1>>[Cl:1][C:2]1[CH:3]=[C:4]([CH:17]=[CH:18][C:19]=1[F:20])[NH:5][C:6]1[C:15]2[C:10](=[CH:11][CH:12]=[C:13]([O:16][CH2:29][CH2:28][CH2:27][N:24]3[CH2:25][CH2:26][O:21][CH2:22][CH2:23]3)[CH:14]=2)[N:9]=[CH:8][N:7]=1. Procedure: Using an analogous procedure to that described in Example 1 except that the reaction mixture was heated to 100° C. for 2 hours. 4-(3'-chloro-4'- fluoroanilino)-6-hydroxyquinazoline was reacted with 3-morpholinopropyl chloride to give 4-(3'-chloro-4'-fluoranilino)-6-(3-morpholinopropoxy)quinazoline in 58% yield; NMR Spectrum: 1.97 (m, 2H), 2.4 (broad t, 4H), 2.48 (t, 2H), 3.58 (t, 4H), 4.2 (t, 2H), 7.44 (t, 1H), 7.53 (m, 1H) 7.74 (d, 1H), 7.85 (m, 1H), 7.9 (d, 1H), 8.17 (m, 1H), 8.53 (s, 1H), 9.6... The reactants are BrC[C@@H]1C[C@@H](C(O1)=O)NC(OC(C)(C)C)=O (racemic tert-butyl (3S,5S)-5-(bromomethyl)-2-oxo-tetrahydrofuran-3-ylcarbamate), [N-]=[N+]=[N-].[Na+] (sodium azide). Solvent: CN(C)C=O (DMF). Run at temperature 60 celsius. Product: N(=[N+]=[N-])C[C@@H]1C[C@@H](C(O1)=O)NC(OC(C)(C)C)=O (racemic tert-butyl (3S,5S)-5-(azidomethyl)-2-oxo-tetrahydrofuran-3-ylcarbamate). Isolated yield 98.2%. As a reaction SMILES: Br[CH2:2][C@H:3]1[O:7][C:6](=[O:8])[C@@H:5]([NH:9][C:10](=[O:16])[O:11][C:12]([CH3:15])([CH3:14])[CH3:13])[CH2:4]1.[N-:17]=[N+:18]=[N-:19].[Na+]>CN(C=O)C>[N:17]([CH2:2][C@H:3]1[O:7][C:6](=[O:8])[C@@H:5]([NH:9][C:10](=[O:16])[O:11][C:12]([CH3:15])([CH3:14])[CH3:13])[CH2:4]1)=[N+:18]=[N-:19] |f:1.2|. Procedure details: To a stirred slurry of compound 1A, (8.47 g, 28.8 mmol) in 127 mL of DMF at room temperature was added sodium azide (2.25 g, 34.6 mmol). The reaction mixture was then heated to 60° C. under argon for 9 h. The reaction mixture was then cooled, quenched with 200 mL of ice-cold water and extracted four times with 200 mL portions of ether. The combined organic extracts were washed three times with water, once with saturated NaCl and dried over Na2SO4, then MgSO4, filtered and evaporated under reduce... Reactants: O=C[C@@H](O)[C@@H](O)[C@H](O)[C@H](O)CO (D-mannose), C1(CC1)CN (cyclopropylmethylamine), ClCCN=C=O (2-chloroethyl isocyanate). Product: ClCCNC(=O)N(C1[C@@H](O)[C@@H](O)[C@H](O)[C@H](O1)CO)CC1CC1 (1-(2-chloroethyl)-3-cyclopropylmethyl-3-(D-mannopyranosyl)urea). The yield is 63.5%. Reaction SMILES: O=[CH:2][C@H:3]([C@H:5]([C@@H:7]([C@@H:9]([CH2:11][OH:12])[OH:10])[OH:8])[OH:6])[OH:4].[CH:13]1([CH2:16][NH2:17])[CH2:15][CH2:14]1.[Cl:18][CH2:19][CH2:20][N:21]=[C:22]=[O:23]>>[Cl:18][CH2:19][CH2:20][NH:21][C:22]([N:17]([CH2:16][CH:13]1[CH2:15][CH2:14]1)[CH:2]1[O:10][C@H:9]([CH2:11][OH:12])[C@@H:7]([OH:8])[C@H:5]([OH:6])[C@@H:3]1[OH:4])=[O:23]. Procedure details: 3.6 g of D-mannose, 2.2 g of cyclopropylmethylamine and 2.5 g of 2-chloroethyl isocyanate are treated in the same manner as described in Example 31-(1). 4.3 g of 1-(2-chloroethyl)-3-cyclopropylmethyl-3-(D-mannopyranosyl)urea are thereby obtained as colorless caramel. The reactants are O=C([O-])[O-], CC(C)=O, ClCc1ccncc1, Cl, [K+], [K+], O=c1[nH]c(=O)n(-c2cccc([N+](=O)[O-])c2)c2ncccc12. Product: O=c1c2cccnc2n(-c2cccc([N+](=O)[O-])c2)c(=O)n1Cc1ccncc1. As a reaction SMILES: [C:22](=[O:23])([O-:24])[O-:25].[CH3:37][C:38](=[O:39])[CH3:40].[Cl:29][CH2:30][c:31]1[cH:32][cH:33][n:34][cH:35][cH:36]1.[ClH:28].[K+:26].[K+:27].[N+:1](=[O:2])([O-:3])[c:4]1[cH:5][c:6](-[n:10]2[c:11](=[O:21])[nH:12][c:13](=[O:20])[c:14]3[c:15]2[n:16][cH:17][cH:18][cH:19]3)[cH:7][cH:8][cH:9]1>>[N+:1](=[O:2])([O-:3])[c:4]1[cH:5][c:6](-[n:10]2[c:11](=[O:21])[n:12]([CH2:30][c:31]3[cH:32][cH:33][n:34][cH:35][cH:36]3)[c:13](=[O:20])[c:14]3[c:15]2[n:16][cH:17][cH:18][cH:19]3)[cH:7][cH:8][cH:9]1. Starting materials: O=C([O-])[O-], O=C(Cl)CCl, ClCCl, Cl, CC(C)(N)c1cccc(C(F)(F)F)c1, [K+], [K+], O. The product is CC(C)(NC(=O)CCl)c1cccc(C(F)(F)F)c1. Reaction SMILES: [C:15](=[O:16])([O-:17])[O-:18].[Cl:21][CH2:22][C:23](=[O:24])[Cl:25].[Cl:27][CH2:28][Cl:29].[ClH:26].[F:1][C:2]([c:3]1[cH:4][c:5]([C:9]([CH3:10])([CH3:11])[NH2:12])[cH:6][cH:7][cH:8]1)([F:13])[F:14].[K+:19].[K+:20].[OH2:30]>>[F:1][C:2]([c:3]1[cH:4][c:5]([C:9]([CH3:10])([CH3:11])[NH:12][C:23]([CH2:22][Cl:21])=[O:24])[cH:6][cH:7][cH:8]1)([F:13])[F:14].